This data is from the Open Reaction Database (ORD), a public repository of structured organic reaction records. The task is: describe an organic reaction: reactants, conditions, products, and yield The reactants are BrC1=CC=C(C=C1)OC1=CC=C(C=C1)OC(F)(F)F (1-bromo-4-(4-(trifluoromethoxy)phenoxy)benzene), C(CCC)[Li] (n-butyllithium), C(C)(C)OB(OC(C)C)OC(C)C (triisopropylborate). Solvent: C1CCOC1 (THF). Run at temperature -78 celsius, time 0.5 hour. Product: FC(OC1=CC=C(OC2=CC=C(C=C2)B(O)O)C=C1)(F)F ((4-(4-(trifluoromethoxy) phenoxy) phenyl) boronic acid). Isolated yield 96.7%. RXN SMILES: Br[C:2]1[CH:7]=[CH:6][C:5]([O:8][C:9]2[CH:14]=[CH:13][C:12]([O:15][C:16]([F:19])([F:18])[F:17])=[CH:11][CH:10]=2)=[CH:4][CH:3]=1.C([Li])CCC.C([O:28][B:29](OC(C)C)[O:30]C(C)C)(C)C>C1COCC1>[F:17][C:16]([F:19])([F:18])[O:15][C:12]1[CH:13]=[CH:14][C:9]([O:8][C:5]2[CH:6]=[CH:7][C:2]([B:29]([OH:30])[OH:28])=[CH:3][CH:4]=2)=[CH:10][CH:11]=1. Procedure details: To a solution of 1-bromo-4-(4-(trifluoromethoxy)phenoxy)benzene (5.07 g, 15.2 mmol) in THF (76 ml) at −78° C. was added n-butyllithium (7.6 ml, 2.5 M in hexanes, 19.0 mmol) dropwise. The reaction mixture was stirred 0.5 hours at −78° C., and triisopropylborate (7.0 ml, 30.4 mmol) was added. The reaction was stirred 4 hours at room temperature, quenched with 1 N HCl and stirred 0.5 hours at 0° C. The aqueous layer was extracted with ethyl acetate. The combined organic layers were extracted with b... RXN SMILES: [CH3:25][C:26]#[N:27].[Cl:18][CH2:19][CH2:20][CH2:21][C:22](=[O:23])[Cl:24].[NH2:1][c:2]1[c:3]([C:16]#[N:17])[cH:4][n:5][n:6]1-[c:7]1[c:8]([Cl:15])[c:9]([Cl:14])[c:10]([Cl:13])[cH:11][cH:12]1>>[NH:1]([c:2]1[c:3]([C:16]#[N:17])[cH:4][n:5][n:6]1-[c:7]1[c:8]([Cl:15])[c:9]([Cl:14])[c:10]([Cl:13])[cH:11][cH:12]1)[C:22]([CH2:21][CH2:20][CH2:19][Cl:18])=[O:23]. The reactants are CC#N, O=C(Cl)CCCCl, N#Cc1cnn(-c2ccc(Cl)c(Cl)c2Cl)c1N. Product: N#Cc1cnn(-c2ccc(Cl)c(Cl)c2Cl)c1NC(=O)CCCCl. Reactants: CC(C)(C)OC(=O)Nc1noc2cc(CNC(=O)Cc3c(C#N)ccc(Cl)[n+]3[O-])ccc12, CS(C)=O, ClCCl, NCC(F)(F)c1ccccn1, O. Yields the product CC(C)(C)OC(=O)Nc1noc2cc(CNC(=O)Cc3c(C#N)ccc(NCC(F)(F)c4ccccn4)[n+]3[O-])ccc12. Reaction SMILES: [C:1](#[N:2])[c:3]1[c:4]([CH2:11][C:12](=[O:13])[NH:14][CH2:15][c:16]2[cH:17][c:18]3[c:19]([c:20]([NH:23][C:24](=[O:25])[O:26][C:27]([CH3:28])([CH3:29])[CH3:30])[n:21][o:22]3)[cH:31][cH:32]2)[n+:5]([O-:10])[c:6]([Cl:9])[cH:7][cH:8]1.[CH3:48][S:49]([CH3:50])=[O:51].[Cl:44][CH2:45][Cl:46].[F:33][C:34]([CH2:35][NH2:36])([c:37]1[n:38][cH:39][cH:40][cH:41][cH:42]1)[F:43].[OH2:47]>>[C:1](#[N:2])[c:3]1[c:4]([CH2:11][C:12](=[O:13])[NH:14][CH2:15][c:16]2[cH:17][c:18]3[c:19]([c:20]([NH:23][C:24](=[O:25])[O:26][C:27]([CH3:28])([CH3:29])[CH3:30])[n:21][o:22]3)[cH:31][cH:32]2)[n+:5]([O-:10])[c:6]([NH:36][CH2:35][C:34]([F:33])([c:37]2[n:38][cH:39][cH:40][cH:41][cH:42]2)[F:43])[cH:7][cH:8]1. The reactants are O=C([O-])O, CC(C)=O, CC(C)S(=O)(=O)Cl, Cl, O=C1OC(Cn2ccnn2)CN1c1ccc(C2=CCNCC2)c(F)c1, [Na+], O, O=S(=O)(Cl)Cl. Yields the product CC(C)S(=O)(=O)N1CC=C(c2ccc(N3CC(Cn4ccnn4)OC3=O)cc2F)CC1. RXN SMILES: [C:27](=[O:28])([OH:29])[O-:30].[CH3:45][C:46](=[O:47])[CH3:48].[CH:32]([CH3:33])([CH3:34])[S:35](=[O:36])(=[O:37])[Cl:38].[ClH:1].[NH:2]1[CH2:3][CH:4]=[C:5]([c:8]2[c:9]([F:26])[cH:10][c:11]([N:14]3[C:15](=[O:25])[O:16][CH:17]([CH2:19][n:20]4[n:21][n:22][cH:23][cH:24]4)[CH2:18]3)[cH:12][cH:13]2)[CH2:6][CH2:7]1.[Na+:31].[OH2:44].[S:39]([Cl:40])([Cl:41])(=[O:42])=[O:43]>>[N:2]1([S:35]([CH:32]([CH3:33])[CH3:34])(=[O:36])=[O:37])[CH2:3][CH:4]=[C:5]([c:8]2[c:9]([F:26])[cH:10][c:11]([N:14]3[C:15](=[O:25])[O:16][CH:17]([CH2:19][n:20]4[n:21][n:22][cH:23][cH:24]4)[CH2:18]3)[cH:12][cH:13]2)[CH2:6][CH2:7]1. Starting materials: FC1=C(C=CC=C1)N1N=NC(=C1COC1=NC=C(C(=O)O)C=C1)C (6-((1-(2-fluorophenyl)-4-methyl-1H-1,2,3-triazol-5-yl)methoxy)nicotinic acid), C1(CC1)N (cyclopropylamine). Product: C1(CC1)NC(C1=CN=C(C=C1)OCC1=C(N=NN1C1=C(C=CC=C1)F)C)=O (N-Cyclopropyl-6-((1-(2-fluorophenyl)-4-methyl-1H-1,2,3-triazol-5-yl)methoxy)nicotinamide). The yield is 83.0%. As a reaction SMILES: [F:1][C:2]1[CH:7]=[CH:6][CH:5]=[CH:4][C:3]=1[N:8]1[C:12]([CH2:13][O:14][C:15]2[CH:23]=[CH:22][C:18]([C:19]([OH:21])=O)=[CH:17][N:16]=2)=[C:11]([CH3:24])[N:10]=[N:9]1.[CH:25]1([NH2:28])[CH2:27][CH2:26]1>>[CH:25]1([NH:28][C:19](=[O:21])[C:18]2[CH:22]=[CH:23][C:15]([O:14][CH2:13][C:12]3[N:8]([C:3]4[CH:4]=[CH:5][CH:6]=[CH:7][C:2]=4[F:1])[N:9]=[N:10][C:11]=3[CH3:24])=[N:16][CH:17]=2)[CH2:27][CH2:26]1. Procedure details: As described for example 67, 6-((1-(2-fluorophenyl)-4-methyl-1H-1,2,3-triazol-5-yl)methoxy)nicotinic acid (78 mg, 0.24 mmol), was converted, using cyclopropylamine instead of isopropylamine, to the title compound (72 mg, 83%) which was obtained as a white foam. MS: m/e=368.2 [M+H]+. Reaction conditions: temperature 35 celsius, time 30 minute. RXN SMILES: P(Cl)(Cl)(Cl)=O.[CH3:6][O:7][C:8]1[CH:9]=[C:10]2[C:14](=[CH:15][CH:16]=1)[NH:13][C:12]([CH3:17])=[CH:11]2.N1C2C(=CC=CC=2)C=C1.CN([CH:30]=[O:31])C>>[CH3:6][O:7][C:8]1[CH:9]=[C:10]2[C:14](=[CH:15][CH:16]=1)[NH:13][C:12]([CH3:17])=[C:11]2[CH:30]=[O:31]. The reactants are N1C=CC2=CC=CC=C12 (indole), CN(C)C=O (DMF), P(=O)(Cl)(Cl)Cl (Phosphorous oxychloride), CN(C=O)C (dimethylformamide), COC=1C=C2C=C(NC2=CC1)C (5-methoxy-2-methylindole), CN(C)C=O (DMF), CN(C)C=O (DMF). The product is COC=1C=C2C(=C(NC2=CC1)C)C=O (5-Methoxy-2-methyl-1H-indole-3-carboxaldehyde). Yield: 98.0%. Procedure: Phosphorous oxychloride (12.7 ml, 0.136 mol) is added dropwise at 0° C. to dimethylformamide (42.4 ml, 0.544 mol) over 30 minutes. A solution of 5-methoxy-2-methylindole (20 g, 0.124 mol) in 40 ml of DMF is added dropwise over 45 minutes. When 30 ml of the indole solution has been added, it becomes necessary to add 10 ml of DMF to break up the heavy paste which forms. The reaction mixture is then warmed to 35° C. for one hour. After 30 minutes the reaction again becomes too pasty, and 5 ml more ... The reactants are [OH-].[K+] (potassium hydroxide), O=C(CC(=O)OCC)CCCCC (ethyl 3-oxooctanoate), C(CC(O)(C(=O)[O-])CC(=O)[O-])(=O)[O-] (citrate), C(=O)C1=C(C(CC1O)=O)CCCCCCC(=O)O (2-formyl-3-hydroxy-5-oxocyclopent-1-eneheptanoic acid), C(CC(O)(C(=O)O)CC(=O)O)(=O)O (citric acid). Run in O (water), CO (methanol), O (water). Reaction conditions: time 72 hour. Yields the product OC1CC(C(CCCCCCC(=O)O)=C1C(CC(CCCCC)=O)O)=O (11,13-dihydroxy-9,15-dioxoprost-8(12)-enoic acid). As a reaction SMILES: [OH-].[K+].[O:3]=[C:4]([CH2:11][CH2:12][CH2:13][CH2:14][CH3:15])[CH2:5]C(OCC)=O.C(O)(=O)CC(CC(O)=O)(C(O)=O)O.C([O-])(=O)CC(CC([O-])=O)(C([O-])=O)O.[CH:42]([C:44]1[CH:48]([OH:49])[CH2:47][C:46](=[O:50])[C:45]=1[CH2:51][CH2:52][CH2:53][CH2:54][CH2:55][CH2:56][C:57]([OH:59])=[O:58])=[O:43]>O.CO>[OH:49][CH:48]1[C:44]([CH:42]([OH:43])[CH2:5][C:4](=[O:3])[CH2:11][CH2:12][CH2:13][CH2:14][CH3:15])=[C:45]([CH2:51][CH2:52][CH2:53][CH2:54][CH2:55][CH2:56][C:57]([OH:59])=[O:58])[C:46](=[O:50])[CH2:47]1 |f:0.1|. Procedure details: To a cold solution of 0.8 part of potassium hydroxide in 10 parts of water is added 2 parts of ethyl 3-oxooctanoate and that mixture is stirred at 0°-5° until homogeneous. The homogeneous mixture is kept at 0°-5° for about 72 hours, then is neutralized to pH 7 by the addition of concentrated aqueous citric acid. To that mixture is then added successively 2.5 parts by volume of 1 M citrate buffer of pH 4.8 and a solution of 2.5 parts of 2-formyl-3-hydroxy-5-oxocyclopent-1-eneheptanoic acid in 4.8...